Dataset: the Open Reaction Database (ORD), a public repository of structured organic reaction records. Task: describe an organic reaction: reactants, conditions, products, and yield The reactants are CC1CCCCC1 (methylcyclohexane), COC1=C(C(=O)O)C=CC(=C1S(=O)C)C(F)(F)F (2-methoxy-3-methylsulfinyl-4-trifluoromethylbenzoic acid), S(=O)(Cl)Cl (thionyl chloride), OC=1N(N=CC1)C (3-hydroxy-2-methylpyrazole), CC=1C=NC=CC1 (3-methylpyridine), S(=O)(Cl)Cl (thionyl chloride). Solvent: O (water), C(C)(=O)OCC (ethyl acetate). Yields the product OC1=C(C=NN1C)C(=O)C1=C(C(=C(C=C1)C(F)(F)F)S(=O)C)OC ((5-hydroxy-1-methyl-1H-pyrazol-4-yl)[2-methoxy-3-(methylsulfinyl)-4-(trifluoromethyl)phenyl]methanone). Isolated yield 97.4%. RXN SMILES: [CH3:1][O:2][C:3]1[C:11]([S:12]([CH3:14])=[O:13])=[C:10]([C:15]([F:18])([F:17])[F:16])[CH:9]=[CH:8][C:4]=1[C:5]([OH:7])=O.[OH:19][C:20]1[N:21]([CH3:25])[N:22]=[CH:23][CH:24]=1.CC1C=NC=CC=1.S(Cl)(Cl)=O.CC1CCCCC1>C(OCC)(=O)C.O>[OH:19][C:20]1[N:21]([CH3:25])[N:22]=[CH:23][C:24]=1[C:5]([C:4]1[CH:8]=[CH:9][C:10]([C:15]([F:18])([F:17])[F:16])=[C:11]([S:12]([CH3:14])=[O:13])[C:3]=1[O:2][CH3:1])=[O:7]. Procedure details: 3.0 g of 2-methoxy-3-methylsulfinyl-4-trifluoromethylbenzoic acid and 1.02 g of 3-hydroxy-2-methylpyrazole are suspended in 20 ml of ethyl acetate and 5.07 ml of 3-methylpyridine under an inert atmosphere and cooled to −25° C. with stirring. 1.24 g of thionyl chloride are then slowly added dropwise such that the temperature always remains below −20° C. Following the complete addition of the thionyl chloride, the mixture is stirred for a further 20 minutes. 40 μl of cold water and 20 ml of methyl... Reactants: [H-].[Na+] (sodium hydride), C(#N)C=1C=NN(C1NC(CC)=O)C1=C(C=C(C=C1)OC(F)(F)F)Cl (4-cyano-5-propionylamino-1-(2-chloro-4-trifluoromethoxyphenyl)-pyrazole), C(CC)I (n-propyl iodide). Run in O1CCCC1 (tetrahydrofuran). Conditions: time 48 hour. Yields the product C(#N)C=1C=NN(C1N(C(CC)=O)CCC)C1=C(C=C(C=C1)OC(F)(F)F)Cl (4-cyano-1-(2-chloro-4-trifluoromethoxyphenyl)-5-(N-n-propyl-N-propionylamino)-pyrazole). Yield: 66.5%. RXN SMILES: [H-].[Na+].[C:3]([C:5]1[CH:6]=[N:7][N:8]([C:15]2[CH:20]=[CH:19][C:18]([O:21][C:22]([F:25])([F:24])[F:23])=[CH:17][C:16]=2[Cl:26])[C:9]=1[NH:10][C:11](=[O:14])[CH2:12][CH3:13])#[N:4].[CH2:27](I)[CH2:28][CH3:29]>O1CCCC1>[C:3]([C:5]1[CH:6]=[N:7][N:8]([C:15]2[CH:20]=[CH:19][C:18]([O:21][C:22]([F:23])([F:25])[F:24])=[CH:17][C:16]=2[Cl:26])[C:9]=1[N:10]([CH2:27][CH2:28][CH3:29])[C:11](=[O:14])[CH2:12][CH3:13])#[N:4] |f:0.1|. Reported procedure: 0.8 g (0.033 mole) of sodium hydride is added to 10.8 g (0.03 mole) of 4-cyano-5-propionylamino-1-(2-chloro-4-trifluoromethoxyphenyl)-pyrazole in 100 ml of tetrahydrofuran and, when the evolution of gas has ended, 10.2 g (0.06 mole) of n-propyl iodide are added and the mixture is stirred at the reflux temperature for 48 hours. For working up, the mixture is concentrated in vacuo, the residue is taken up in 200 ml of methylene chloride and the mixture is washed twice with 100 ml of water each tim... Reactants: COC(=O)CCN, CCN(C(C)C)C(C)C, Cl, CN(C)C=O, On1nnc2cccnc21, CC(C)(C)OC(=O)CC(Cc1ccc(-c2ccccc2)cc1)C(=O)O. Yields the product COC(=O)CCNC(=O)C(CC(=O)OC(C)(C)C)Cc1ccc(-c2ccccc2)cc1. As a reaction SMILES: [CH3:27][O:28][C:29]([CH2:30][CH2:31][NH2:32])=[O:33].[CH:44]([N:45]([CH2:46][CH3:47])[CH:48]([CH3:49])[CH3:50])([CH3:51])[CH3:52].[ClH:26].[O:53]=[CH:54][N:55]([CH3:56])[CH3:57].[OH:34][n:35]1[c:36]2[n:37][cH:38][cH:39][cH:40][c:41]2[n:42][n:43]1.[c:1]1(-[c:20]2[cH:21][cH:22][cH:23][cH:24][cH:25]2)[cH:2][cH:3][c:4]([CH2:7][CH:8]([C:9](=[O:10])[OH:11])[CH2:12][C:13](=[O:14])[O:15][C:16]([CH3:17])([CH3:18])[CH3:19])[cH:5][cH:6]1>>[c:1]1(-[c:20]2[cH:21][cH:22][cH:23][cH:24][cH:25]2)[cH:2][cH:3][c:4]([CH2:7][CH:8]([C:9](=[O:10])[NH:32][CH2:31][CH2:30][C:29]([O:28][CH3:27])=[O:33])[CH2:12][C:13](=[O:14])[O:15][C:16]([CH3:17])([CH3:18])[CH3:19])[cH:5][cH:6]1. Reactants: C(C)(=O)N1[C@@H](C(N(C2=C(C(C[C@H]1C(=O)[O-])=O)C=CC=C2)CC2=CC=C(C=C2)C)=O)CC21CC3CC(CC(C2)C3)C1 ((3R,5S)-4-acetyl-3-(1-adamantyl)methyl-1-(4-methylbenzyl)-2,7-dioxo-2,3,4,5,6,7-hexahydro-1H-1,4-benzodiazonine-5-carboxylate), C(C)(=O)N1[C@@H](C(N(C2=C(C(C[C@H]1C(=O)[O-])=O)C=CC=C2)CC2=CC=CC=C2)=O)CC21CC3CC(CC(C2)C3)C1 ((3R,5S)-4-acetyl-3-(1-adamantyl)methyl-1-benzyl-2,7-dioxo-2,3,4,5,6,7-hexahydro-1H-1,4-benzodiazonine-5-carboxylate). The product is C(C)(=O)N1[C@@H](C(N(C2=C(C(C[C@H]1C(=O)NCC(=O)O)=O)C=CC=C2)CC2=CC=C(C=C2)C)=O)CC21CC3CC(CC(C2)C3)C1 ((3R,5S)-4-acetyl-3-(1-adamantyl)methyl-1-(4-methylbenzyl)-5-carboxymethylaminocarbonyl-2,7-dioxo-2,3,4,5,6,7-hexahydro-1H-1,4-benzodiazonine). As a reaction SMILES: [C:1]([N:4]1[C@H:12]([C:13]([O-:15])=O)[CH2:11][C:10](=[O:16])[C:9]2[CH:17]=[CH:18][CH:19]=[CH:20][C:8]=2[N:7]([CH2:21][C:22]2[CH:27]=[CH:26][C:25]([CH3:28])=[CH:24][CH:23]=2)[C:6](=[O:29])[C@H:5]1[CH2:30][C:31]12[CH2:40][CH:35]3[CH2:36][CH:37]([CH2:39][CH:33]([CH2:34]3)[CH2:32]1)[CH2:38]2)(=[O:3])[CH3:2].C([N:44]1[C@H:52]([C:53]([O-:55])=[O:54])CC(=O)C2C=CC=CC=2N(CC2C=CC=CC=2)C(=O)[C@H]1CC12CC3CC(CC(C3)C1)C2)(=O)C>>[C:1]([N:4]1[C@H:12]([C:13]([NH:44][CH2:52][C:53]([OH:55])=[O:54])=[O:15])[CH2:11][C:10](=[O:16])[C:9]2[CH:17]=[CH:18][CH:19]=[CH:20][C:8]=2[N:7]([CH2:21][C:22]2[CH:27]=[CH:26][C:25]([CH3:28])=[CH:24][CH:23]=2)[C:6](=[O:29])[C@H:5]1[CH2:30][C:31]12[CH2:32][CH:33]3[CH2:34][CH:35]([CH2:36][CH:37]([CH2:39]3)[CH2:38]1)[CH2:40]2)(=[O:3])[CH3:2]. Procedure details: The compound was prepared by an identical route to that used to prepare example 22 except that (3R,5S)-4-acetyl-3-(1-adamantyl)methyl-1-(4-methylbenzyl)-2,7-dioxo-2,3,4,5,6,7-hexahydro-1H-1,4-benzodiazonine-5-carboxylate was used in step a in place of (3R,5S)-4-acetyl-3-(1-adamantyl)methyl-1-benzyl-2,7-dioxo-2,3,4,5,6,7-hexahydro-1H-1,4-benzodiazonine-5-carboxylate